This data is from the Open Reaction Database (ORD), a public repository of structured organic reaction records. The task is: describe an organic reaction: reactants, conditions, products, and yield Procedure details: In a manner similar to that of Example 1(g), starting with 500 mg (0.9 mmol) of 9H-fluoren-9-ylmethyl [4′-(2,4-dioxothiazolidin-5-ylidenemethyl)biphenyl-3-ylmethyl]methylcarbamate in 10 ml of dioxane, 200 mg (40%) of the desired product, with a melting point of 94° C., are obtained. Product: O=C1SC(C(N1)=O)CC1=CC=C(C=C1)C1=CC(=CC=C1)CN(C(OCC1C2=CC=CC=C2C=2C=CC=CC12)=O)C (9H-Fluoren-9-ylmethyl [4′-(2,4-dioxo-thiazolidin-5-ylmethyl)biphenyl-3-ylmethyl]-methylcarbamate). Reaction SMILES: [O:1]=[C:2]1[NH:6][C:5](=[O:7])[C:4](=[CH:8][C:9]2[CH:14]=[CH:13][C:12]([C:15]3[CH:20]=[CH:19][CH:18]=[C:17]([CH2:21][N:22]([CH3:40])[C:23](=[O:39])[O:24][CH2:25][CH:26]4[C:38]5[CH:37]=[CH:36][CH:35]=[CH:34][C:33]=5[C:32]5[C:27]4=[CH:28][CH:29]=[CH:30][CH:31]=5)[CH:16]=3)=[CH:11][CH:10]=2)[S:3]1>O1CCOCC1>[O:1]=[C:2]1[NH:6][C:5](=[O:7])[CH:4]([CH2:8][C:9]2[CH:10]=[CH:11][C:12]([C:15]3[CH:20]=[CH:19][CH:18]=[C:17]([CH2:21][N:22]([CH3:40])[C:23](=[O:39])[O:24][CH2:25][CH:26]4[C:38]5[CH:37]=[CH:36][CH:35]=[CH:34][C:33]=5[C:32]5[C:27]4=[CH:28][CH:29]=[CH:30][CH:31]=5)[CH:16]=3)=[CH:13][CH:14]=2)[S:3]1. Yield: 40.5%. The solvent is O1CCOCC1 (dioxane). The reactants are O=C1SC(C(N1)=O)=CC1=CC=C(C=C1)C1=CC(=CC=C1)CN(C(OCC1C2=CC=CC=C2C=2C=CC=CC12)=O)C (9H-fluoren-9-ylmethyl [4′-(2,4-dioxothiazolidin-5-ylidenemethyl)biphenyl-3-ylmethyl]methylcarbamate). Reactants: 5-N, Cl (hydrogen chloride), CN(C1CCC=2NC3=C(C=CC=C3C2C1)C(=O)O)C (3-(Dimethylamino)-8-carboxy-1,2,3,4-tetrahydrocarbazole), Cl.CN(C1CCC=2NC3=C(C=CC=C3C2C1)C(=O)OCC)C (3-(dimethylamino)-8-ethoxycarbonyl-1,2,3,4-tetrahydrocarbazole hydrochloride). Solvent: C(C)O (ethyl alcohol). Product: CN(C1CCC=2NC3=C(C=CC=C3C2C1)C(=O)OCC)C (3-(Dimethylamino)-8-ethoxycarbonyl-1,2,3,4-tetrahydrocarbazole). RXN SMILES: CN(C)C1CC2C3C(=C(C(O)=O)C=CC=3)NC=2CC1.Cl.Cl.[CH3:22][N:23]([CH3:42])[CH:24]1[CH2:36][C:35]2[C:34]3[C:29](=[C:30]([C:37]([O:39][CH2:40][CH3:41])=[O:38])[CH:31]=[CH:32][CH:33]=3)[NH:28][C:27]=2[CH2:26][CH2:25]1>C(O)C>[CH3:22][N:23]([CH3:42])[CH:24]1[CH2:36][C:35]2[C:34]3[C:29](=[C:30]([C:37]([O:39][CH2:40][CH3:41])=[O:38])[CH:31]=[CH:32][CH:33]=3)[NH:28][C:27]=2[CH2:26][CH2:25]1 |f:2.3|. Procedure: A solution of 4.5 g. of 3-(dimethylamino)-8-carboxy-1,2,3,4-tetrahydrocarbazole (Example 39) in 150 ml. of 5-N hydrogen chloride in ethyl alcohol was heated under reflux for thirty hours. The solution was evaporated to dryness under reduced pressure and the residue was recrystallized from ethanol to give 3 g. of 3-(dimethylamino)-8-ethoxycarbonyl-1,2,3,4-tetrahydrocarbazole hydrochloride, m.p. 263°-264° C. The reactants are S(N)(=O)(=O)C1=CC=2C=NC=CC2O1 (2-sulfamoylfuro[3,2-c]pyridine), O1C=CC=2C1=CN=CC2 (furo[2,3-c]pyridine), O1C=CC=2C=NC=CC21 (furo[3,2-c]pyridine). The product is S(N)(=O)(=O)C1=CC=2C(=CN=CC2)O1 (2-Sulfamoylfuro[2,3-c]pyridine). The yield is 40.0%. As a reaction SMILES: [S:1]([C:5]1[O:13][C:12]2[CH:11]=CN=[CH:8][C:7]=2[CH:6]=1)(=[O:4])(=[O:3])[NH2:2].O1C2=[CH:19][N:20]=CC=C2C=C1.O1C2C=CN=CC=2C=C1>>[S:1]([C:5]1[O:13][C:12]2=[CH:11][N:20]=[CH:19][CH:8]=[C:7]2[CH:6]=1)(=[O:3])(=[O:4])[NH2:2]. Procedure details: The title compound was prepared according to the procedure described for the preparation of 2-sulfamoylfuro[3,2-c]pyridine except furo[2,3-c]pyridine was substituted for furo[3,2-c]pyridine. This compound was obtained in 40% yield after recrystallization from ethyl acetate, m.p. 199°-201° C. Starting materials: ClCCl, COc1cc2c(Oc3cc(C)c(C)nc3-c3cccc(C)n3)ccnc2cc1OCC1CO1, [Na+], [OH-], O, O=C(O)C(F)(F)F. The product is COc1cc2c(Oc3cc(C)c(C)nc3-c3cccc(C)n3)ccnc2cc1OCC(O)CO. As a reaction SMILES: [CH2:44]([Cl:45])[Cl:46].[CH3:1][O:2][c:3]1[cH:4][c:5]2[c:6]([O:18][c:19]3[c:20](-[c:27]4[n:28][c:29]([CH3:33])[cH:30][cH:31][cH:32]4)[n:21][c:22]([CH3:26])[c:23]([CH3:25])[cH:24]3)[cH:7][cH:8][n:9][c:10]2[cH:11][c:12]1[O:13][CH2:14][CH:15]1[O:16][CH2:17]1.[Na+:42].[OH-:41].[OH2:43].[OH:34][C:35]([C:36]([F:37])([F:38])[F:39])=[O:40]>>[CH3:1][O:2][c:3]1[cH:4][c:5]2[c:6]([O:18][c:19]3[c:20](-[c:27]4[n:28][c:29]([CH3:33])[cH:30][cH:31][cH:32]4)[n:21][c:22]([CH3:26])[c:23]([CH3:25])[cH:24]3)[cH:7][cH:8][n:9][c:10]2[cH:11][c:12]1[O:13][CH2:14][CH:15]([OH:16])[CH2:17][OH:34]. Starting materials: [H-].[Na+] (NaH), ClC=1C=C(C=CC1Cl)[C@H]1CN(C[C@@H]1CNC1=NC=C(C=N1)C(F)(F)F)C(=O)C1=CN=NC(=C1)C ({(3S,4S)-3-(3,4-Dichloro-phenyl)-4-[(5-trifluoromethyl-pyrimidin-2-ylamino)-methyl]-pyrrolidin-1-yl)-(6-methyl-pyridazin-4-yl)-methanone), CI (methyl iodide). Run in CN(C)C=O (DMF). Yields the product ClC=1C=C(C=CC1Cl)[C@H]1CN(C[C@@H]1CN(C1=NC=C(C=N1)C(F)(F)F)C)C(=O)C1=CN=NC(=C1)C (((3S,4S)-3-(3,4-Dichloro-phenyl)-4-{[methyl-(5-trifluoromethyl-pyrimidin-2-yl)-amino]-methyl}-pyrrolidin-1-yl)-(6-methyl-pyridazin-4-yl)-methanone). The yield is 57.1%. As a reaction SMILES: [Cl:1][C:2]1[CH:3]=[C:4]([C@@H:9]2[C@@H:13]([CH2:14][NH:15][C:16]3[N:21]=[CH:20][C:19]([C:22]([F:25])([F:24])[F:23])=[CH:18][N:17]=3)[CH2:12][N:11]([C:26]([C:28]3[CH:33]=[C:32]([CH3:34])[N:31]=[N:30][CH:29]=3)=[O:27])[CH2:10]2)[CH:5]=[CH:6][C:7]=1[Cl:8].[H-].[Na+].[CH3:37]I>CN(C=O)C>[Cl:1][C:2]1[CH:3]=[C:4]([C@@H:9]2[C@@H:13]([CH2:14][N:15]([CH3:37])[C:16]3[N:17]=[CH:18][C:19]([C:22]([F:24])([F:25])[F:23])=[CH:20][N:21]=3)[CH2:12][N:11]([C:26]([C:28]3[CH:33]=[C:32]([CH3:34])[N:31]=[N:30][CH:29]=3)=[O:27])[CH2:10]2)[CH:5]=[CH:6][C:7]=1[Cl:8] |f:1.2|. Procedure details: {(3S,4S)-3-(3,4-Dichloro-phenyl)-4-[(5-trifluoromethyl-pyrimidin-2-ylamino)-methyl]-pyrrolidin-1-yl)-(6-methyl-pyridazin-4-yl)-methanone (50.0 mg, 0.1 mmol) were dissolved in DMF (1 mL) and treated with NaH (55% dispersion in oil) (5 mg, 0.11 mmol) at ambient temperature. After 5 min methyl iodide (7.3 μL, 0.12 mmol) were added and the reaction mixture was stirred over night. After quenching with water and extraction with ethyl acetate (3×10 mL) the combined organic phases were dried on sodium s... Starting materials: CN1CCCC1=O, CS(C)=O, CO, CC(C)(O)c1ccc(C(=O)Nc2cc(Cl)n3nccc3n2)cc1, O=C1CNCCN1. The product is CC(C)(O)c1ccc(C(=O)Nc2cc(N3CCNC(=O)C3)n3nccc3n2)cc1. As a reaction SMILES: [CH3:31][N:32]1[CH2:33][CH2:34][CH2:35][C:36]1=[O:37].[CH3:38][S:39]([CH3:40])=[O:41].[CH3:42][OH:43].[Cl:1][c:2]1[cH:3][c:4]([NH:11][C:12]([c:13]2[cH:14][cH:15][c:16]([C:19]([CH3:20])([CH3:21])[OH:22])[cH:17][cH:18]2)=[O:23])[n:5][c:6]2[n:7]1[n:8][cH:9][cH:10]2.[NH:24]1[C:25](=[O:30])[CH2:26][NH:27][CH2:28][CH2:29]1>>[c:2]1([N:27]2[CH2:26][C:25](=[O:30])[NH:24][CH2:29][CH2:28]2)[cH:3][c:4]([NH:11][C:12]([c:13]2[cH:14][cH:15][c:16]([C:19]([CH3:20])([CH3:21])[OH:22])[cH:17][cH:18]2)=[O:23])[n:5][c:6]2[n:7]1[n:8][cH:9][cH:10]2. The reactants are N=C(N)N1CCC(CC(=O)O)CC1, Cl. The product is N=C(N)N1CCC(CC(=O)O)CC1, Cl. As a reaction SMILES: [C:1]([NH2:2])(=[NH:3])[N:4]1[CH2:5][CH2:6][CH:7]([CH2:10][C:11](=[O:12])[OH:13])[CH2:8][CH2:9]1.[ClH:14]>>[C:1](=[NH:2])([NH2:3])[N:4]1[CH2:5][CH2:6][CH:7]([CH2:10][C:11](=[O:12])[OH:13])[CH2:8][CH2:9]1.[ClH:14]. Procedure details: A mixture of 2.0 g 3-nitrobenzene sulfonyl chloride, 1.8 g cyclopropyl amine and 50 mL tetrahydrofuran was stirred for 30 minutes under ice-cooling. Water was added to the mixture which was then extracted with ethyl acetate. The organic layer was washed with brine and dried over anhydrous magnesium sulfate. The solvent was evaporated, then the residue was dissolved in 100 mL solvent mixture of tetrahydrofuran and methanol, 50 mg of 10% palladium-carbon was added thereto, and the mixture was hydr... The product is NC=1C=C(C=CC1)S(=O)(=O)NC1CC1 (3-Amino-N-cyclopropyl-benzene sulfonamide). Reactants: [N+](=O)([O-])C=1C=C(C=CC1)S(=O)(=O)Cl (3-nitrobenzene sulfonyl chloride), C1(CC1)N (cyclopropyl amine), O1CCCC1 (tetrahydrofuran). Reaction SMILES: [N+:1]([C:4]1[CH:5]=[C:6]([S:10](Cl)(=[O:12])=[O:11])[CH:7]=[CH:8][CH:9]=1)([O-])=O.[CH:14]1([NH2:17])[CH2:16][CH2:15]1.O1CCCC1>O>[NH2:1][C:4]1[CH:5]=[C:6]([S:10]([NH:17][CH:14]2[CH2:16][CH2:15]2)(=[O:12])=[O:11])[CH:7]=[CH:8][CH:9]=1. Isolated yield 78.3%. The solvent is O (Water). Run at time 30 minute. The product is C(C1=CC=CC=C1)SC1=CC(=NC=2N1N=CC2C=C2C(NC(N2)=O)=O)NC2=CC(=CC=C2)Cl (5-((7-(benzylthio)-5-(3-chlorophenylamino)pyrazolo[1,5-a]pyrimidin-3-yl)methylene)imidazolidine-2,4-dione). The solvent is O (water). Conditions: temperature 80 celsius. Reactants: C(C1=CC=CC=C1)SC1=CC(=NC=2N1N=CC2C=O)NC2=CC(=CC=C2)Cl (7-(benzylthio)-5-(3-chlorophenylamino)pyrazolo[1,5-a]pyrimidine-3-carbaldehyde), C(C)O (ethanol), N1C(=O)NC(=O)C1 (hydantoin), N1CCCCC1 (piperidine). RXN SMILES: [CH2:1]([S:8][C:9]1[N:14]2[N:15]=[CH:16][C:17]([CH:18]=O)=[C:13]2[N:12]=[C:11]([NH:20][C:21]2[CH:26]=[CH:25][CH:24]=[C:23]([Cl:27])[CH:22]=2)[CH:10]=1)[C:2]1[CH:7]=[CH:6][CH:5]=[CH:4][CH:3]=1.C(O)C.[NH:31]1[CH2:37][C:35](=[O:36])[NH:34][C:32]1=[O:33].N1CCCCC1>O>[CH2:1]([S:8][C:9]1[N:14]2[N:15]=[CH:16][C:17]([CH:18]=[C:37]3[NH:31][C:32](=[O:33])[NH:34][C:35]3=[O:36])=[C:13]2[N:12]=[C:11]([NH:20][C:21]2[CH:26]=[CH:25][CH:24]=[C:23]([Cl:27])[CH:22]=2)[CH:10]=1)[C:2]1[CH:7]=[CH:6][CH:5]=[CH:4][CH:3]=1. Procedure: To the reaction flask, 7-(benzylthio)-5-(3-chlorophenylamino)pyrazolo[1,5-a]pyrimidine-3-carbaldehyde (3.7 g, 9.3 mmol) was added to ethanol (31 mL) along with hydantoin (933 mg, 9.3 mmol) and piperidine (920 μL, 9.3 mmol). The reaction was heated at 80° C. for 3 days then cooled to room temperature and diluted with water. The solid was collected by filtration, washed with water, 50% ethanol/water, and then 100% ethanol. The material was dried under vacuum overnight. The product, 5-((7-(benzylth... Isolated yield 92.0%.